From a dataset of the Open Reaction Database (ORD), a public repository of structured organic reaction records. describe an organic reaction: reactants, conditions, products, and yield Reaction SMILES: [CH3:18][O:19][CH2:20][CH2:21][O:22][Al+:23][O:24][CH2:25][CH2:26][O:27][CH3:28].[CH3:37][c:38]1[cH:39][cH:40][cH:41][cH:42][cH:43]1.[Cl:1][c:2]1[cH:3][cH:4][c:5]([CH:8]([C:9](=[C:10]([F:11])[F:12])[F:13])[CH:14]([CH3:15])[CH3:16])[cH:6][cH:7]1.[ClH:31].[H-:17].[H-:30].[Na+:29].[O:32]1[CH2:33][CH2:34][CH2:35][CH2:36]1.[OH2:44]>>[Cl:1][c:2]1[cH:3][cH:4][c:5]([CH:8]([C:9](=[CH:10][F:11])[F:13])[CH:14]([CH3:15])[CH3:16])[cH:6][cH:7]1. The product is CC(C)C(C(F)=CF)c1ccc(Cl)cc1. Starting materials: COCCO[Al+]OCCOC, Cc1ccccc1, CC(C)C(C(F)=C(F)F)c1ccc(Cl)cc1, Cl, [H-], [H-], [Na+], C1CCOC1, O. The reactants are COc1cc(O)c2c(=O)n(COC(=O)C(C)(C)C)cnc2c1, ClCCl, CC(C)(C)OC(=O)N=NC(=O)OC(C)(C)C, CN1CCC(O)CC1, c1ccc(P(c2ccccc2)c2ccccc2)cc1. Yields the product COc1cc(OC2CCN(C)CC2)c2c(=O)n(COC(=O)C(C)(C)C)cnc2c1. Reaction SMILES: [C:1]([C:2]([CH3:3])([CH3:4])[CH3:5])(=[O:6])[O:7][CH2:8][n:9]1[cH:10][n:11][c:12]2[cH:13][c:14]([O:21][CH3:22])[cH:15][c:16]([OH:20])[c:17]2[c:18]1=[O:19].[Cl:66][CH2:67][Cl:68].[N:50]([C:51]([O:52][C:53]([CH3:54])([CH3:55])[CH3:56])=[O:57])=[N:58][C:59]([O:60][C:61]([CH3:62])([CH3:63])[CH3:64])=[O:65].[OH:23][CH:24]1[CH2:25][CH2:26][N:27]([CH3:30])[CH2:28][CH2:29]1.[c:31]1([P:32]([c:33]2[cH:34][cH:35][cH:36][cH:37][cH:38]2)[c:39]2[cH:40][cH:41][cH:42][cH:43][cH:44]2)[cH:45][cH:46][cH:47][cH:48][cH:49]1>>[C:1]([C:2]([CH3:3])([CH3:4])[CH3:5])(=[O:6])[O:7][CH2:8][n:9]1[cH:10][n:11][c:12]2[cH:13][c:14]([O:21][CH3:22])[cH:15][c:16]([O:20][CH:24]3[CH2:25][CH2:26][N:27]([CH3:30])[CH2:28][CH2:29]3)[c:17]2[c:18]1=[O:19]. Starting materials: COC(=O)C1N(C(SC1)C1=CC=CC=C1)C (4-methoxycarbonyl-3-methyl-2-phenylthiazolidine), [BH4-].[Na+] (sodium borohydride), calcium chloride dihydrates, Cl.C(C)O (hydrochloric acid ethanol). Solvent: C(C)O (ethanol), C(C)O (ethanol), C(C)O (ethanol). Reaction conditions: temperature -30 celsius, time 30 minute. Product: OCC1N(C(SC1)C1=CC=CC=C1)C (4-hydroxymethyl-3 -methyl-2-phenylthiazolidine). Yield: 47.8%. RXN SMILES: [BH4-].[Na+].C[O:4][C:5]([CH:7]1[CH2:11][S:10][CH:9]([C:12]2[CH:17]=[CH:16][CH:15]=[CH:14][CH:13]=2)[N:8]1[CH3:18])=O.Cl.C(O)C>C(O)C>[OH:4][CH2:5][CH:7]1[CH2:11][S:10][CH:9]([C:12]2[CH:13]=[CH:14][CH:15]=[CH:16][CH:17]=2)[N:8]1[CH3:18] |f:0.1,3.4|. Procedure: A solution of 320 mg of sodium borohydride in 40 ml of ethanol was dropwise added to a solution of 680 mg of calcium chloride dihydrates in 20 ml of ethanol under chilling to -30° C. The resulting mixture was stirred at -30° C. for 30 minutes. To the mixture was added a solution of 2.37 g of 4-methoxycarbonyl-3-methyl-2-phenylthiazolidine in 10 ml of ethanol. The resulting mixture was stirred at 0° C. for 22 hours, and subsequently at room temperature for 1 hour. To the mixture was added 13 ml o... The reactants are ClC=1C=C(C=CC1Cl)S(=O)(=O)N1C(=CC=2CCCCC12)C(=O)OCC (Ethyl 1-(3,4-dichlorobenzenesulfonyl)-4,5,6,7-tetrahydroindole -2-carboxylate), [I-].[Li+] (lithium iodide). Run in N1=CC=CC=C1 (pyridine). Yields the product ClC=1C=C(C=CC1Cl)S(=O)(=O)N1C(=CC=2CCCCC12)C(=O)O (1-(3,4-Dichlorobenzenesulfonyl)-4,5,6,7-tetrahydroindole-2-carboxylic Acid). RXN SMILES: [Cl:1][C:2]1[CH:3]=[C:4]([S:9]([N:12]2[C:20]3[CH2:19][CH2:18][CH2:17][CH2:16][C:15]=3[CH:14]=[C:13]2[C:21]([O:23]CC)=[O:22])(=[O:11])=[O:10])[CH:5]=[CH:6][C:7]=1[Cl:8].[I-].[Li+]>N1C=CC=CC=1>[Cl:1][C:2]1[CH:3]=[C:4]([S:9]([N:12]2[C:20]3[CH2:19][CH2:18][CH2:17][CH2:16][C:15]=3[CH:14]=[C:13]2[C:21]([OH:23])=[O:22])(=[O:10])=[O:11])[CH:5]=[CH:6][C:7]=1[Cl:8] |f:1.2|. Procedure: Ethyl 1-(3,4-dichlorobenzenesulfonyl)-4,5,6,7-tetrahydroindole -2-carboxylate (66 mg) from Example 2d above and lithium iodide (228 mg) were dissolved in pyridine (5 ml) and heated at reflux for 5 hours, cooled, then concentrated in vacuo. The residue was partitioned between 2N HCl and ether. Combined organic extracts were dried (MgSO4), concentrated, and the residue triturated with ether to give the product as a white crystalline solid which was filtered and dried (18 mg, 28%), NMR d(DMSO) 1.65... The reactants are N,N-dimethylaminopyridine, NC=1C(=CC(=C(C(=O)NCCCN2C(CCC2)=O)C1)C1CC1)N1CCN(CC1)C1=C(C=CC=C1)C (5-amino-2-cyclopropyl-N-[3-(2-oxo-pyrrolidin-1-yl)-propyl]-4-(4-o-tolyl-piperazin-1-yl)-benzamide), C(C)(C)N(C(C)C)CC (N,N-diisopropylethylamine), O1C(=CC=C1)C(=O)Cl (furan-2-carbonyl chloride). Solvent: ClCCl (dichloromethane), O (water). Reaction conditions: time 16 hour. The product is C1(CC1)C1=CC(=C(C=C1C(NCCCN1C(CCC1)=O)=O)NC(=O)C=1OC=CC1)N1CCN(CC1)C1=C(C=CC=C1)C (furan-2-carboxylic acid [4-cyclopropyl-5-[3-(2-oxo-pyrrolidin-1-yl)-propylcarbamoyl]-2-(4-o-tolyl-piperazin-1-yl)-phenyl]-amide). The yield is 50.0%. RXN SMILES: [NH2:1][C:2]1[C:3]([N:23]2[CH2:28][CH2:27][N:26]([C:29]3[CH:34]=[CH:33][CH:32]=[CH:31][C:30]=3[CH3:35])[CH2:25][CH2:24]2)=[CH:4][C:5]([CH:20]2[CH2:22][CH2:21]2)=[C:6]([CH:19]=1)[C:7]([NH:9][CH2:10][CH2:11][CH2:12][N:13]1[CH2:17][CH2:16][CH2:15][C:14]1=[O:18])=[O:8].C(N(CC)C(C)C)(C)C.[O:45]1[CH:49]=[CH:48][CH:47]=[C:46]1[C:50](Cl)=[O:51]>ClCCl.O>[CH:20]1([C:5]2[C:6]([C:7](=[O:8])[NH:9][CH2:10][CH2:11][CH2:12][N:13]3[CH2:17][CH2:16][CH2:15][C:14]3=[O:18])=[CH:19][C:2]([NH:1][C:50]([C:46]3[O:45][CH:49]=[CH:48][CH:47]=3)=[O:51])=[C:3]([N:23]3[CH2:24][CH2:25][N:26]([C:29]4[CH:34]=[CH:33][CH:32]=[CH:31][C:30]=4[CH3:35])[CH2:27][CH2:28]3)[CH:4]=2)[CH2:21][CH2:22]1. Procedure: To a solution of 5-amino-2-cyclopropyl-N-[3-(2-oxo-pyrrolidin-1-yl)-propyl]-4-(4-o-tolyl-piperazin-1-yl)-benzamide 5b (66.0 mg, 0.14 mmol, 100 mol %) and N,N-diisopropylethylamine (0.07 ml, 0.42 mmol, 300 mol %) in dichloromethane (4.0 ml) was added furan-2-carbonyl chloride (0.02 ml, 0.21 mmol, 150 mol %) and a catalytic amount of N,N-dimethylaminopyridine. The reaction was stirred for 16 h at room temperature and then diluted with water and extracted three times with dichloromethane. The combi... The reactants are ClC1(C2CCC(C2CC1=O)CCCCC(CC)OC)Cl (6,6-dichloro-2-(5-methoxyhept-1-yl)bicyclo[3.3.0]octan-7-one), ClC1(C2CCC(C2CC1O)CCCCC(CC)OC)Cl (6,6-dichloro-2-(5-methoxyhept-1-yl)bicyclo[3.3.0]octan-7-ol). The reagents and catalysts are [Zn] (zinc). Run in C(C)(=O)O (acetic acid). Yields the product COC(CCCCC1C2CC(CC2CC1)O)CC (2-(5-methoxyhept-1-yl)bicyclo[3.3.0]-octan-7-ol). RXN SMILES: Cl[C:2]1(Cl)[C:9](=[O:10])[CH2:8][CH:7]2[CH:3]1[CH2:4][CH2:5][CH:6]2[CH2:11][CH2:12][CH2:13][CH2:14][CH:15]([O:18][CH3:19])[CH2:16][CH3:17].ClC1(Cl)C(O)CC2C1CCC2CCCCC(OC)CC>C(O)(=O)C.[Zn]>[CH3:19][O:18][CH:15]([CH2:16][CH3:17])[CH2:14][CH2:13][CH2:12][CH2:11][CH:6]1[CH2:5][CH2:4][CH:3]2[CH:7]1[CH2:8][CH:9]([OH:10])[CH2:2]2. Procedure details: The reactions of this example can also be conducted using an equivalent amount of 6,6-dichloro-2-(5-methoxyhept-1-yl)bicyclo[3.3.0]octan-7-one {1,1-dichlorohexahydro-4-(5-methoxyheptyl)-2(1H)-pentalenone} to first prepare 6,6-dichloro-2-(5-methoxyhept-1-yl)bicyclo[3.3.0]octan-7-ol {1,1-dichlorooctahydro-4-(5-methoxyheptyl)-2-pentalenol} which is then treated by the zinc in glacial acetic acid to produce 2-(5-methoxyhept-1-yl)bicyclo[3.3.0]-octan-7-ol {octahydro-4-(5-methoxyheptyl)-2-pentalenol}. Starting materials: C(C)(C)N(C(C)C)CC (N,N-diisopropylethylamine), C(C)(C)(C)OC(=O)N(CC(=O)O)CCCN1C(SC=C1C1=CC=C(C=C1)F)=NC1=C(C=C(C=C1)Cl)OC (N-(tert-Butoxycarbonyl)-N-{3-[2-[(4-chloro-2-methoxyphenyl)imino]-4-(4-fluorophenyl)thiazol-3(2H)-yl]propyl}glycine), Cl.C(C)N (ethylamine hydrochloride), O.ON1N=NC2=C1C=CC=C2 (1-hydroxybenzotriazole monohydrate), Cl.C(C)N=C=NCCCN(C)C (1-ethyl-3-(3-dimethylaminopropyl)carbodiimide hydrochloride). Solvent: O (water), CN(C=O)C (N,N-dimethylformamide). Conditions: time 8 hour. The product is C(C)(C)(C)OC(=O)N(CC(=O)NCC)CCCN1C(SC=C1C1=CC=C(C=C1)F)=NC1=C(C=C(C=C1)Cl)OC (N2-(tert-Butoxycarbonyl)-N2-{3-[2-[(4-chloro-2-methoxyphenyl)imino]-4-(4-fluorophenyl)thiazol-3(2H)-yl]propyl}-N1-ethylglycinamide). The yield is 88.5%. Reaction SMILES: [C:1]([O:5][C:6]([N:8]([CH2:13][CH2:14][CH2:15][N:16]1[C:20]([C:21]2[CH:26]=[CH:25][C:24]([F:27])=[CH:23][CH:22]=2)=[CH:19][S:18][C:17]1=[N:28][C:29]1[CH:34]=[CH:33][C:32]([Cl:35])=[CH:31][C:30]=1[O:36][CH3:37])[CH2:9][C:10](O)=[O:11])=[O:7])([CH3:4])([CH3:3])[CH3:2].Cl.[CH2:39]([NH2:41])[CH3:40].O.ON1C2C=CC=CC=2N=N1.Cl.C(N=C=NCCCN(C)C)C.C(N(CC)C(C)C)(C)C>O.CN(C)C=O>[C:1]([O:5][C:6]([N:8]([CH2:13][CH2:14][CH2:15][N:16]1[C:20]([C:21]2[CH:22]=[CH:23][C:24]([F:27])=[CH:25][CH:26]=2)=[CH:19][S:18][C:17]1=[N:28][C:29]1[CH:34]=[CH:33][C:32]([Cl:35])=[CH:31][C:30]=1[O:36][CH3:37])[CH2:9][C:10]([NH:41][CH2:39][CH3:40])=[O:11])=[O:7])([CH3:2])([CH3:3])[CH3:4] |f:1.2,3.4,5.6|. Procedure: To a mixture of the carboxylic acid compound (1.0 g) obtained in Example 327 (1), ethylamine hydrochloride (297 mg), 1-hydroxybenzotriazole monohydrate (418 mg), 1-ethyl-3-(3-dimethylaminopropyl)carbodiimide hydrochloride (394 mg) and N,N-dimethylformamide (7 ml) was added dropwise N,N-diisopropylethylamine (1.27 ml), and the mixture was stirred overnight. To the reaction mixture was added water, and the mixture was extracted with ethyl acetate. The organic layer was washed with a saturated brin...